This data is from the Open Reaction Database (ORD), a public repository of structured organic reaction records. The task is: describe an organic reaction: reactants, conditions, products, and yield Starting materials: C(C)C(CNC(CC(C)O)=O)CCCC (N-(2-ethylhexyl)-β-hydroxybutyramide). Run in CCCCCC (n-hexane). Conditions: temperature 170 celsius. The product is C(C)C(CNC(\C=C\C)=O)CCCC (N-(2-ethylhexyl)-crotonamide). Isolated yield 54.7%. Reaction SMILES: [CH2:1]([CH:3]([CH2:12][CH2:13][CH2:14][CH3:15])[CH2:4][NH:5][C:6](=[O:11])[CH2:7][CH:8](O)[CH3:9])[CH3:2]>CCCCCC>[CH2:1]([CH:3]([CH2:12][CH2:13][CH2:14][CH3:15])[CH2:4][NH:5][C:6](=[O:11])/[CH:7]=[CH:8]/[CH3:9])[CH3:2]. Reported procedure: In a flask, 10 g of N-(2-ethylhexyl)-β-hydroxybutyramide semisuccinate was admitted and heated at 170° C. for 4 hours. The reaction mixture was dissolved in n-hexane and the insolubles were removed by filtration. The filtrate was washed first with diluted hydrochloric acid and then with 10% sodium hydroxide solution, and subsequently dried with sodium sulfate. The residue was recrystallized from n-hexane, obtaining 5.01 g of N-(2-ethylhexyl)-crotonamide (yield: 80.1%). This compound showed subst... Reactants: C(=O)(C(F)(F)F)O (TFA), COC(=O)CNC1=CC=C(C=N1)/C=C/C(=O)OC(C)(C)C (tert-butyl (E)-3-[6-[N-(methoxycarbonylmethyl)amino]pyridin-3-yl]acrylate), C(Cl)Cl (CH2Cl2). Run at time 45 minute. Yields the product Cl.COC(=O)CNC1=CC=C(C=N1)/C=C/C(=O)O ((E)-3-[6-[N-(Methoxycarbonylmethyl)amino]pyridin-3-yl]acrylic acid hydrochloride salt). Yield: 100.0%. As a reaction SMILES: C(O)(C(F)(F)F)=O.[CH3:8][O:9][C:10]([CH2:12][NH:13][C:14]1[N:19]=[CH:18][C:17](/[CH:20]=[CH:21]/[C:22]([O:24]C(C)(C)C)=[O:23])=[CH:16][CH:15]=1)=[O:11].C(Cl)[Cl:30]>>[ClH:30].[CH3:8][O:9][C:10]([CH2:12][NH:13][C:14]1[N:19]=[CH:18][C:17](/[CH:20]=[CH:21]/[C:22]([OH:24])=[O:23])=[CH:16][CH:15]=1)=[O:11] |f:3.4|. Reported procedure: A solution of 50% TFA in CH2Cl2 (75 mL) was added to tert-butyl (E)-3-[6-[N-(methoxycarbonylmethyl)amino]pyridin-3-yl]acrylate (5.20 g, 17.8 mmole). The reaction was stirred at room temperature for 45 min then was concentrated under vacuum. The residue was taken up in 4.0 N HCl in dioxane (75 mL), stirred for 5 min, then concentrated to dryness under vacuum. The remaining solid was triturated with 1:1 Et2O/petroleum ether, filtered and dried under vacuum to give the title compound (4.87 g, 100%)... Run at temperature -20 celsius. Starting materials: OC(CC[C@H]1[C@H](CN(CC1)CC#CC=1SC=CC1)C(=O)OC)C1=CC=NC2=CC=C(C=C12)OC (methyl (3R,4R)-4-[3-(R,S)-hydroxy-3-(6-methoxyquinolin-4-yl)propyl]-1-[3-(thien-2-yl)prop-2-ynyl]piperidine-3-carboxylate), [Cl-].[NH4+] (ammonium chloride), solution, [H-].C(C(C)C)[Al+]CC(C)C (diisobutylaluminum hydride). Yields the product OC[C@H]1CN(CC[C@H]1CCC(C1=CC=NC2=CC=C(C=C12)OC)O)CC#CC=1SC=CC1 ((3R,4R)-3-hydroxymethyl-4-[3-(R,S)-hydroxy-3-(6-methoxyquinolin-4-yl)propyl]-1-[3-(thien-2-yl)prop-2-ynyl]piperidine). Yield: 36.1%. Reported procedure: 4.2 cm3 of a 20% solution of diisobutylaluminum hydride in toluene were added to a mixture, cooled to −20° C., with stirring, of 0.5 g of methyl (3R,4R)-4-[3-(R,S)-hydroxy-3-(6-methoxyquinolin-4-yl)propyl]-1-[3-(thien-2-yl)prop-2-ynyl]piperidine-3-carboxylate in 10 cm3 of toluene. Stirring was maintained for 3 hours at this temperature and then 15 cm3 of a saturated ammonium chloride solution were added, stirring was maintained for 15 minutes and the temperature was allowed to rise to a temperat... RXN SMILES: [H-].C([Al+]CC(C)C)C(C)C.[OH:11][CH:12]([C:33]1[C:42]2[C:37](=[CH:38][CH:39]=[C:40]([O:43][CH3:44])[CH:41]=2)[N:36]=[CH:35][CH:34]=1)[CH2:13][CH2:14][C@@H:15]1[CH2:20][CH2:19][N:18]([CH2:21][C:22]#[C:23][C:24]2[S:25][CH:26]=[CH:27][CH:28]=2)[CH2:17][C@@H:16]1[C:29](OC)=[O:30].[Cl-].[NH4+]>C1(C)C=CC=CC=1.ClCCl>[OH:30][CH2:29][C@@H:16]1[C@H:15]([CH2:14][CH2:13][CH:12]([OH:11])[C:33]2[C:42]3[C:37](=[CH:38][CH:39]=[C:40]([O:43][CH3:44])[CH:41]=3)[N:36]=[CH:35][CH:34]=2)[CH2:20][CH2:19][N:18]([CH2:21][C:22]#[C:23][C:24]2[S:25][CH:26]=[CH:27][CH:28]=2)[CH2:17]1 |f:0.1,3.4|. Run in C1(=CC=CC=C1)C (toluene), ClCCl (dichloromethane), C1(=CC=CC=C1)C (toluene).